From a dataset of the Open Reaction Database (ORD), a public repository of structured organic reaction records. describe an organic reaction: reactants, conditions, products, and yield The reactants are N(=NC(=O)OC(C)C)C(=O)OC(C)C (Diisopropyl azodicarboxylate), O[C@@H]([C@@H](C(=O)O)CCN1N=NC2=C(C1=O)C=CC=C2)CCC2=CC=C(C=C2)C=2C=NC(=CC2)OC ((2S,3R)-3-hydroxy-5-[4-(6-methoxypyridin-3-yl)phenyl]-2-[2-(4-oxo-1,2,3-benzotriazin-3(4H)-yl)ethyl]pentanoic acid), C(CCC)P(CCCC)CCCC (tri-n-butylphosphine), C(C)(=O)O (acetic acid). Solvent: O1CCCC1 (tetrahydrofuran). Run at time 1 hour. The product is C(C)(=O)O[C@@H]([C@@H](C(=O)O)CCN1N=NC2=C(C1=O)C=CC=C2)CCC2=CC=C(C=C2)C=2C=NC(=CC2)OC ((2S,3R)-3-(acetyloxy)-5-[4-(6-methoxypyridin-3-yl)phenyl]-2-[2-(4-oxo-1,2,3-benzotriazin-3(4H)-yl)ethyl]pentanoic acid). As a reaction SMILES: N(C(OC(C)C)=O)=NC([O:5][CH:6](C)[CH3:7])=O.[OH:15][C@H:16]([CH2:34][CH2:35][C:36]1[CH:41]=[CH:40][C:39]([C:42]2[CH:43]=[N:44][C:45]([O:48][CH3:49])=[CH:46][CH:47]=2)=[CH:38][CH:37]=1)[C@H:17]([CH2:21][CH2:22][N:23]1[C:28](=[O:29])[C:27]2[CH:30]=[CH:31][CH:32]=[CH:33][C:26]=2[N:25]=[N:24]1)[C:18]([OH:20])=[O:19].C(P(CCCC)CCCC)CCC.C(O)(=O)C>O1CCCC1>[C:6]([O:15][C@H:16]([CH2:34][CH2:35][C:36]1[CH:37]=[CH:38][C:39]([C:42]2[CH:43]=[N:44][C:45]([O:48][CH3:49])=[CH:46][CH:47]=2)=[CH:40][CH:41]=1)[C@H:17]([CH2:21][CH2:22][N:23]1[C:28](=[O:29])[C:27]2[CH:30]=[CH:31][CH:32]=[CH:33][C:26]=2[N:25]=[N:24]1)[C:18]([OH:20])=[O:19])(=[O:5])[CH3:7]. Procedure: Diisopropyl azodicarboxylate (63 mg) was added to a solution of the compound obtained from Example 1A above (100 mg), tri-n-butylphosphine (93 mg), and acetic acid (1 mL) in dry tetrahydrofuran (3 mL) at 0° C. The reaction mixture was stirred for 1 hour and concentrated. The residue was taken in ethyl acetate, and washed with water and brine. The organic layer was concentrated to get an oily residue which was purified on preparative thin layer chromatography (2 mm thickness) using 10% methanol i... Starting materials: COC=1C=C2C(=CC=NC2=CC1OC)OC1=C(C(=C(N)C=C1)C)C (4-[(6,7-Dimethoxy-4-quinolyl)oxy]-2,3-dimethylaniline), C1(=CC=CC=C1)C (toluene), ClC=1C=C(C=CC1)C(=O)N=C=S (3-chloro-1-benzenecarbonyl isothiocyanate). Solvent: C(C)O (ethanol), C(C)O (ethanol). Run at time 2 hour. The product is ClC=1C=C(C(=O)NC(=S)NC2=C(C(=C(C=C2)OC2=CC=NC3=CC(=C(C=C23)OC)OC)C)C)C=CC1 (N-(3-Chlorobenzoyl)-N′-{4-[(6,7-dimethoxy-4-quinolyl)oxy]-2,3-dimethylphenyl}thiourea). Yield: 87.0%. Reaction SMILES: [Cl:1][C:2]1[CH:3]=[C:4]([C:8]([N:10]=[C:11]=[S:12])=[O:9])[CH:5]=[CH:6][CH:7]=1.[CH3:13][O:14][C:15]1[CH:16]=[C:17]2[C:22](=[CH:23][C:24]=1[O:25][CH3:26])[N:21]=[CH:20][CH:19]=[C:18]2[O:27][C:28]1[CH:34]=[CH:33][C:31]([NH2:32])=[C:30]([CH3:35])[C:29]=1[CH3:36].C1(C)C=CC=CC=1>C(O)C>[Cl:1][C:2]1[CH:3]=[C:4]([CH:5]=[CH:6][CH:7]=1)[C:8]([NH:10][C:11]([NH:32][C:31]1[CH:33]=[CH:34][C:28]([O:27][C:18]2[C:17]3[C:22](=[CH:23][C:24]([O:25][CH3:26])=[C:15]([O:14][CH3:13])[CH:16]=3)[N:21]=[CH:20][CH:19]=2)=[C:29]([CH3:36])[C:30]=1[CH3:35])=[S:12])=[O:9]. Procedure details: Commercially available 3-chloro-1-benzenecarbonyl isothiocyanate (50 μl) was dissolved in ethanol (1 ml) to prepare a solution. 4-[(6,7-Dimethoxy-4-quinolyl)oxy]-2,3-dimethylaniline (50 mg), toluene (5 ml), and ethanol (1 ml) were added to the solution, and the mixture was stirred at room temperature for 2 hr. The reaction solution was concentrated, and the residue was purified by chromatography on silica gel using chloroform/acetone for development to give the title compound (70 mg, yield 87%). The product is [Na+], CN1C2CCCC1(Nc1nc3c(C(=O)[O-])cccc3o1)CC(N)C2. Reaction SMILES: [CH2:31]1[O:32][CH2:33][CH2:34][CH2:35]1.[CH3:1][O:2][C:3](=[O:4])[c:5]1[cH:6][cH:7][cH:8][c:9]2[c:10]1[n:11][c:12]([NH:14][C:15]13[CH2:16][CH:17]([NH2:25])[CH2:18][CH:19]([CH2:20][CH2:21][CH2:22]1)[N:23]3[CH3:24])[o:13]2.[Li+:28].[Na+:30].[OH-:27].[OH-:29].[OH2:26].[OH2:36]>>[Na+:30].[O:2]=[C:3]([O-:4])[c:5]1[cH:6][cH:7][cH:8][c:9]2[c:10]1[n:11][c:12]([NH:14][C:15]13[CH2:16][CH:17]([NH2:25])[CH2:18][CH:19]([CH2:20][CH2:21][CH2:22]1)[N:23]3[CH3:24])[o:13]2. Reactants: C1CCOC1, COC(=O)c1cccc2oc(NC34CCCC(CC(N)C3)N4C)nc12, [Li+], [Na+], [OH-], [OH-], O, O. The reactants are C(CCCCCCC)[Si](Cl)(Cl)C (n-Octylmethyldichlorosilane), C1=CC=CC=2C3=CC=CC=C3CC12 (Fluorene), C1=CC=CC=2C3=CC=CC=C3CC12 (fluorene). The solvent is C1CCOC1 (THF), C1CCOC1 (THF). Run at time 8 hour. The product is C(CCCCCCC)[Si](C1C2=CC=CC=C2C=2C=CC=CC12)(C1C2=CC=CC=C2C=2C=CC=CC12)C (n-octylmethylbis(9-fluorenyl)silane). RXN SMILES: [CH2:1]([Si:9]([CH3:12])(Cl)Cl)[CH2:2][CH2:3][CH2:4][CH2:5][CH2:6][CH2:7][CH3:8].[CH:13]1[C:25]2[CH2:24][C:23]3[C:18](=[CH:19][CH:20]=[CH:21][CH:22]=3)[C:17]=2[CH:16]=[CH:15][CH:14]=1>C1COCC1>[CH2:1]([Si:9]([CH3:12])([CH:24]1[C:25]2[CH:13]=[CH:14][CH:15]=[CH:16][C:17]=2[C:18]2[C:23]1=[CH:22][CH:21]=[CH:20][CH:19]=2)[CH:24]1[C:23]2[CH:22]=[CH:21][CH:20]=[CH:19][C:18]=2[C:17]2[C:25]1=[CH:13][CH:14]=[CH:15][CH:16]=2)[CH2:2][CH2:3][CH2:4][CH2:5][CH2:6][CH2:7][CH3:8]. Procedure: n-Octylmethyldichlorosilane (32.68 g, 0.144 mol) and 200 mL of dry THF were charged to a one liter Schlenk flask equipped with an addition funnel. Fluorene anion (49.50 g, 0.288 mol) was dissolved in approximately 200 mL of dry THF and charged to the addition funnel. The temperature of the stirring solution was lowered to −20° C. under positive nitrogen pressure. The fluorene anion was added dropwise over two hours. After the addition of anion was complete the reaction mixture was allowed to war... The reactants are C(C)(C)(C)OC(N[C@@H](CN1C(N(C(=C(C1=O)N1CCN(CC1)CC=1OC(=CC1)C(F)(F)F)C)CC1=C(C=CC=C1C(F)(F)F)F)=O)C1=C(C=CC=C1)O)=O ([(R)-2-{3-(2-fluoro-6-trifluoromethyl-benzyl)-4-methyl-2,6-dioxo-5-[4-(5-trifluoromethyl-furan-2-ylmethyl)-piperazin-1-yl]-3,6-dihydro-2H-pyrimidin-1-yl}-1-(2-hydroxy-phenyl)-ethyl]-carbamic acid tert-butyl ester), C([O-])([O-])=O.[K+].[K+] (potassium carbonate), C(C)(C)(C)OC(CBr)=O (bromo-acetic acid tert-butyl ester). Run in CN(C)C=O (DMF), ClCCl (dichloromethane). The product is C(C)(C)(C)OC(COC1=C(C=CC=C1)[C@H](CN1C(N(C(=C(C1=O)N1CCN(CC1)CC=1OC(=CC1)C(F)(F)F)C)CC1=C(C=CC=C1C(F)(F)F)F)=O)NC(=O)OC(C)(C)C)=O ([2-((R)-1-tert-butoxycarbonylamino-2-{3-(2-fluoro-6-trifluoromethyl-benzyl)-4-methyl-2,6-dioxo-5-[4-(5-trifluoromethyl-furan-2-ylmethyl)-piperazin-1-yl]-3,6-dihydro-2H-pyrimidin-1-yl}-ethyl)-phenoxy]-acetic acid tert-butyl ester). Isolated yield 44.4%. As a reaction SMILES: [C:1]([O:5][C:6](=[O:54])[NH:7][C@H:8]([C:47]1[CH:52]=[CH:51][CH:50]=[CH:49][C:48]=1[OH:53])[CH2:9][N:10]1[C:15](=[O:16])[C:14]([N:17]2[CH2:22][CH2:21][N:20]([CH2:23][C:24]3[O:25][C:26]([C:29]([F:32])([F:31])[F:30])=[CH:27][CH:28]=3)[CH2:19][CH2:18]2)=[C:13]([CH3:33])[N:12]([CH2:34][C:35]2[C:40]([C:41]([F:44])([F:43])[F:42])=[CH:39][CH:38]=[CH:37][C:36]=2[F:45])[C:11]1=[O:46])([CH3:4])([CH3:3])[CH3:2].C(=O)([O-])[O-].[K+].[K+].[C:61]([O:65][C:66](=[O:69])[CH2:67]Br)([CH3:64])([CH3:63])[CH3:62]>CN(C=O)C.ClCCl>[C:61]([O:65][C:66](=[O:69])[CH2:67][O:53][C:48]1[CH:49]=[CH:50][CH:51]=[CH:52][C:47]=1[C@@H:8]([NH:7][C:6]([O:5][C:1]([CH3:2])([CH3:3])[CH3:4])=[O:54])[CH2:9][N:10]1[C:15](=[O:16])[C:14]([N:17]2[CH2:18][CH2:19][N:20]([CH2:23][C:24]3[O:25][C:26]([C:29]([F:30])([F:31])[F:32])=[CH:27][CH:28]=3)[CH2:21][CH2:22]2)=[C:13]([CH3:33])[N:12]([CH2:34][C:35]2[C:40]([C:41]([F:43])([F:44])[F:42])=[CH:39][CH:38]=[CH:37][C:36]=2[F:45])[C:11]1=[O:46])([CH3:64])([CH3:63])[CH3:62] |f:1.2.3|. Reported procedure: A solution of [(R)-2-{3-(2-fluoro-6-trifluoromethyl-benzyl)-4-methyl-2,6-dioxo-5-[4-(5-trifluoromethyl-furan-2-ylmethyl)-piperazin-1-yl]-3,6-dihydro-2H-pyrimidin-1-yl}-1-(2-hydroxy-phenyl)-ethyl]-carbamic acid tert-butyl ester (100 mg, 0.13 mmol), potassium carbonate (36 mg, 0.26 mmol), and bromo-acetic acid tert-butyl ester (38 μl, 0.26 mmol) were dissolved at 70° C. for 4 hrs in DMF (1 mL) with stirring, and then chilled to room temperature. The solution was diluted in dichloromethane and wash... Starting materials: CCNC(=O)Nc1cc(-c2nc(C(F)(F)F)cs2)c(-c2ccc3c(c2)c(=O)c(C(=O)OCC)cn3C(CO)C(C)C)cn1, CO, Cl, [Li+], C1CCOC1, [OH-], O. The product is CCNC(=O)Nc1cc(-c2nc(C(F)(F)F)cs2)c(-c2ccc3c(c2)c(=O)c(C(=O)O)cn3C(CO)C(C)C)cn1. RXN SMILES: [CH2:1]([CH3:2])[NH:3][C:4]([NH:5][c:6]1[cH:7][c:8](-[c:34]2[s:35][cH:36][c:37]([C:39]([F:40])([F:41])[F:42])[n:38]2)[c:9](-[c:12]2[cH:13][c:14]3[c:15](=[O:33])[c:16]([C:28](=[O:29])[O:30][CH2:31][CH3:32])[cH:17][n:18]([CH:22]([CH2:23][OH:24])[CH:25]([CH3:26])[CH3:27])[c:19]3[cH:20][cH:21]2)[cH:10][n:11]1)=[O:43].[CH3:52][OH:53].[ClH:46].[Li+:44].[O:47]1[CH2:48][CH2:49][CH2:50][CH2:51]1.[OH-:45].[OH2:54]>>[CH2:1]([CH3:2])[NH:3][C:4]([NH:5][c:6]1[cH:7][c:8](-[c:34]2[s:35][cH:36][c:37]([C:39]([F:40])([F:41])[F:42])[n:38]2)[c:9](-[c:12]2[cH:13][c:14]3[c:15](=[O:33])[c:16]([C:28](=[O:29])[OH:30])[cH:17][n:18]([CH:22]([CH2:23][OH:24])[CH:25]([CH3:26])[CH3:27])[c:19]3[cH:20][cH:21]2)[cH:10][n:11]1)=[O:43]. The reactants are CC(=O)O, CCOC(C)=O, O=[N+]([O-])c1ccc(Cl)nc1, CCOC(=O)CCc1ccc(N)c(OC)c1, O. The product is CCOC(=O)CCc1ccc(Nc2ccc([N+](=O)[O-])cn2)c(OC)c1. As a reaction SMILES: [CH3:27][C:28](=[O:29])[OH:30].[CH3:31][CH2:32][O:33][C:34](=[O:35])[CH3:36].[Cl:1][c:2]1[n:3][cH:4][c:5]([N+:8](=[O:9])[O-:10])[cH:6][cH:7]1.[NH2:11][c:12]1[c:13]([O:25][CH3:26])[cH:14][c:15]([CH2:18][CH2:19][C:20](=[O:21])[O:22][CH2:23][CH3:24])[cH:16][cH:17]1.[OH2:37]>>[c:2]1([NH:11][c:12]2[c:13]([O:25][CH3:26])[cH:14][c:15]([CH2:18][CH2:19][C:20](=[O:21])[O:22][CH2:23][CH3:24])[cH:16][cH:17]2)[n:3][cH:4][c:5]([N+:8](=[O:9])[O-:10])[cH:6][cH:7]1. Starting materials: [OH-].C(C1=CC=CC=C1)[N+](C)(C)C (benzyltrimethylammonium hydroxide), ClC1=CC=C2C=C(C(NC2=C1)=O)C1=CC=CC=C1 (7-chloro-1,2-dihydro-2-oxo-3-phenylquinoline), C(C=C)(=O)OC (methyl acrylate). Conditions: time 2 hour. Yields the product COC(CCN1C(C(=CC2=CC=C(C=C12)Cl)C1=CC=CC=C1)=O)=O (3-(7-Chloro-1,2-dihydro-2-oxo-3-phenylquinol-1-yl)-propionic acid methyl ester). Reaction SMILES: [OH-].C([N+](C)(C)C)C1C=CC=CC=1.[Cl:13][C:14]1[CH:23]=[C:22]2[C:17]([CH:18]=[C:19]([C:25]3[CH:30]=[CH:29][CH:28]=[CH:27][CH:26]=3)[C:20](=[O:24])[NH:21]2)=[CH:16][CH:15]=1.[C:31]([O:35][CH3:36])(=[O:34])[CH:32]=[CH2:33]>>[CH3:36][O:35][C:31](=[O:34])[CH2:32][CH2:33][N:21]1[C:22]2[C:17](=[CH:16][CH:15]=[C:14]([Cl:13])[CH:23]=2)[CH:18]=[C:19]([C:25]2[CH:30]=[CH:29][CH:28]=[CH:27][CH:26]=2)[C:20]1=[O:24] |f:0.1|. Procedure details: 1 ml of benzyltrimethylammonium hydroxide is added to a suspension of 8 g of 7-chloro-1,2-dihydro-2-oxo-3-phenylquinoline in 21.3 ml of methyl acrylate at 40° to 50° C., under nitrogen, the mixture is stirred at this temperature for 31/2 hours and the excess methyl acrylate is then distilled off in vacuo. The solid residue is dissolved in 100 ml of methylene chloride and the solution is washed with 2 N acetic acid, sodium bicarbonate solution and water. After drying the organic phase over sodium...